Dataset: the Open Reaction Database (ORD), a public repository of structured organic reaction records. Task: describe an organic reaction: reactants, conditions, products, and yield RXN SMILES: [C:33](#[N:34])[CH2:35][CH3:36].[Cl:1][c:2]1[cH:3][cH:4][c:5]2[c:6]([n:7]1)[C:8](=[O:9])[O:10][C:11]2=[O:12].[F-:13].[K+:14].[O:15]1[CH2:16][CH2:17][O:18][CH2:19][CH2:20][O:21][CH2:22][CH2:23][O:24][CH2:25][CH2:26][O:27][CH2:28][CH2:29][O:30][CH2:31][CH2:32]1>>[c:2]1([F:13])[cH:3][cH:4][c:5]2[c:6]([n:7]1)[C:8](=[O:9])[O:10][C:11]2=[O:12]. The reactants are CCC#N, O=C1OC(=O)c2nc(Cl)ccc21, [F-], [K+], C1COCCOCCOCCOCCOCCO1. Yields the product O=C1OC(=O)c2nc(F)ccc21. Reported procedure: A solution of 30 g of 5-ethyl-5-(3-bromopropyl) barbituric acid and 13 g of sodium azide in 350 ml of acetone was added to 240 ml of water and refluxed for approximately 18 hours. Thereafter, the solution was cooled on ice, filtered, air dried, and dissolved in a minimal amount of hot 95% ethanol. Crystals appeared after cooling and were filtered and air-dried. The melting point was 182°-184° C. The product is C(C)C1(C(NC(NC1=O)=O)=O)CCCN=[N+]=[N-] (5-ethyl-5-(3-azidopropyl)barbituric acid). Starting materials: C(C)C1(C(NC(NC1=O)=O)=O)CCCBr (5-ethyl-5-(3-bromopropyl) barbituric acid), [N-]=[N+]=[N-].[Na+] (sodium azide), O (water). The solvent is CC(=O)C (acetone). Reaction SMILES: [CH2:1]([C:3]1([CH2:12][CH2:13][CH2:14]Br)[C:8](=[O:9])[NH:7][C:6](=[O:10])[NH:5][C:4]1=[O:11])[CH3:2].[N-:16]=[N+:17]=[N-:18].[Na+].O>CC(C)=O>[CH2:1]([C:3]1([CH2:12][CH2:13][CH2:14][N:16]=[N+:17]=[N-:18])[C:8](=[O:9])[NH:7][C:6](=[O:10])[NH:5][C:4]1=[O:11])[CH3:2] |f:1.2|.